Dataset: the Open Reaction Database (ORD), a public repository of structured organic reaction records. Task: describe an organic reaction: reactants, conditions, products, and yield Reactants: Cl (HCl), ClC1=C(C=CC(=C1)Cl)C(C(C)[N+](=O)[O-])NOC (N-[1-(2,4-dichloro-phenyl)-2-nitro-propyl]-O-methyl-hydroxylamine). Reagents/catalysts: [Zn] (Zinc). Run in CC(C)O (i-PrOH). Run at time 2 hour. Product: NC(C(C1=C(C=C(C=C1)Cl)Cl)NOC)C (N-[2-Amino-1-(2,4-dichloro-phenyl)-propyl]-O-methyl-hydroxylamine). The yield is 100.3%. RXN SMILES: [Cl:1][C:2]1[CH:7]=[C:6]([Cl:8])[CH:5]=[CH:4][C:3]=1[CH:9]([NH:15][O:16][CH3:17])[CH:10]([N+:12]([O-])=O)[CH3:11].Cl>[Zn].CC(O)C>[NH2:12][CH:10]([CH3:11])[CH:9]([NH:15][O:16][CH3:17])[C:3]1[CH:4]=[CH:5][C:6]([Cl:8])=[CH:7][C:2]=1[Cl:1]. Reported procedure: N-[1-(2,4-dichloro-phenyl)-2-nitro-propyl]-O-methyl-hydroxylamine (0.123 g, 0.44 mmol), was dissolved with i-PrOH (9 ml) and treated with 1N HCl (4.4 ml, 4.4 mmol). Zinc dust (0.58 g, 8.8 mmol) was then added in small portions over 15 minutes and the solution allowed to stir for two hours at ambient temperature. The suspension was quenched by addition of saturated NaHCO3 (15 ml), stirred for 15 minutes and filtered through a small plug of Celite, washing with ethylacetate (40 ml). The organic ex...